Dataset: the Open Reaction Database (ORD), a public repository of structured organic reaction records. Task: describe an organic reaction: reactants, conditions, products, and yield Starting materials: O=C1N2[C@@]3(CCCC[C@@H]3C1)C=1N(CC2)C(CC1)=O ((9bR*,13aR*)-2,7-dioxo-1,4,5,7,8,10,11,12,13,13a-decahydro-2H-pyrrolo[2',1':3,4]pyrazino[2,1-i]indole). The solvent is O1CCCC1 (tetrahydrofuran). The product is O=C1N2[C@@]3(CCCC[C@@H]3C1)[C@@H]1N(CC2)C(CC1)=O ((9aR*,9bR*,13aR*)-2,7-dioxo-1,4,5,7,8,9,9a,10,11,12,13,13a-dodecahydro-2H-pyrrolo[2',1':3,4]pyrazino[2,1-i]-indole). As a reaction SMILES: [O:1]=[C:2]1[CH2:10][C@@H:9]2[C@@:4]3([C:11]4[N:12]([C:15](=[O:18])[CH2:16][CH:17]=4)[CH2:13][CH2:14][N:3]13)[CH2:5][CH2:6][CH2:7][CH2:8]2>O1CCCC1>[O:1]=[C:2]1[CH2:10][C@@H:9]2[C@@:4]3([C@H:11]4[CH2:17][CH2:16][C:15](=[O:18])[N:12]4[CH2:13][CH2:14][N:3]13)[CH2:5][CH2:6][CH2:7][CH2:8]2. Procedure details: 985 mg (4 mmol) of (9bR*,13aR*)-2,7-dioxo-1,4,5,7,8,10,11,12,13,13a-decahydro-2H-pyrrolo[2',1':3,4]pyrazino[2,1-i]indole, dissolved in 40 ml of tetrahydrofuran, are hydrogenated with hydrogen in the presence of 98 mg of PtO2 at room temperature under normal pressure until the absorption of hydrogen ceases. The catalyst is filtered off and the filtrated is concentrated by evaporation in vacuo. The resulting oily crude product is crystallised from ethyl acetate. In this manner (9aR*,9bR*,13aR*)-2,... The reactants are O1CCCC1 (tetrahydrofuran), C(C1=CC=CC=C1)O[C@H]1[C@@H](O[C@@H]([C@H]([C@@H]1OCC1=CC=CC=C1)OCC1=CC=CC=C1)COCC1=CC=CC=C1)C1=C(C=C(C(=C1)CC1=C(C=C(C=C1)OCCN1C(C2=CC=CC=C2C1=O)=O)C)C)OCC1=CC=CC=C1 ((1S)-1,5-anhydro-2,3,4,6-tetra-O-benzyl-1-[2-(benzyloxy)-5-[4-[2-(1,3-dioxo-1,3-dihydro-2H-isoindole-2-yl)ethoxy]-2-methylbenzyl]-4-methylphenyl]-D-glucitol), O.NN (hydrazine monohydrate), aqueous solution, [OH-].[Na+] (sodium hydroxide). Solvent: CO (methanol). Run at temperature 65 celsius. Product: NCCOC1=CC(=C(CC=2C(=CC(=C(C2)[C@H]2[C@H](OCC3=CC=CC=C3)[C@@H](OCC3=CC=CC=C3)[C@H](OCC3=CC=CC=C3)[C@H](O2)COCC2=CC=CC=C2)OCC2=CC=CC=C2)C)C=C1)C ((1S)-1-[5-[4-(2-aminoethoxy)-2-methylbenzyl]-2-(benzyloxy)-4-methylphenyl]-1,5-anhydro-2,3,4,6-tetra-O-benzyl-D-glucitol). As a reaction SMILES: O1CCCC1.[CH2:6]([O:13][C@@H:14]1[C@@H:19]([O:20][CH2:21][C:22]2[CH:27]=[CH:26][CH:25]=[CH:24][CH:23]=2)[C@H:18]([O:28][CH2:29][C:30]2[CH:35]=[CH:34][CH:33]=[CH:32][CH:31]=2)[C@@H:17]([CH2:36][O:37][CH2:38][C:39]2[CH:44]=[CH:43][CH:42]=[CH:41][CH:40]=2)[O:16][C@H:15]1[C:45]1[CH:50]=[C:49]([CH2:51][C:52]2[CH:57]=[CH:56][C:55]([O:58][CH2:59][CH2:60][N:61]3C(=O)C4C(=CC=CC=4)C3=O)=[CH:54][C:53]=2[CH3:72])[C:48]([CH3:73])=[CH:47][C:46]=1[O:74][CH2:75][C:76]1[CH:81]=[CH:80][CH:79]=[CH:78][CH:77]=1)[C:7]1[CH:12]=[CH:11][CH:10]=[CH:9][CH:8]=1.O.NN.[OH-].[Na+]>CO>[NH2:61][CH2:60][CH2:59][O:58][C:55]1[CH:56]=[CH:57][C:52]([CH2:51][C:49]2[C:48]([CH3:73])=[CH:47][C:46]([O:74][CH2:75][C:76]3[CH:81]=[CH:80][CH:79]=[CH:78][CH:77]=3)=[C:45]([C@@H:15]3[O:16][C@H:17]([CH2:36][O:37][CH2:38][C:39]4[CH:40]=[CH:41][CH:42]=[CH:43][CH:44]=4)[C@@H:18]([O:28][CH2:29][C:30]4[CH:35]=[CH:34][CH:33]=[CH:32][CH:31]=4)[C@H:19]([O:20][CH2:21][C:22]4[CH:27]=[CH:26][CH:25]=[CH:24][CH:23]=4)[C@H:14]3[O:13][CH2:6][C:7]3[CH:8]=[CH:9][CH:10]=[CH:11][CH:12]=3)[CH:50]=2)=[C:53]([CH3:72])[CH:54]=1 |f:2.3,4.5|. Procedure: To a tetrahydrofuran (0.8 mL) and methanol (0.2 mL) solution of (1S)-1,5-anhydro-2,3,4,6-tetra-O-benzyl-1-[2-(benzyloxy)-5-[4-[2-(1,3-dioxo-1,3-dihydro-2H-isoindole-2-yl)ethoxy]-2-methylbenzyl]-4-methylphenyl]-D-glucitol (60 mg, 0.059 mmol) was added hydrazine monohydrate (30 mg, 0.59 mmol), and the reaction mixture was stirred at 65° C. for an hour. After the mixture was cooled to room temperature, a 2 M aqueous solution of sodium hydroxide was added thereto, and the resulting mixture was extra... Starting materials: COC(=O)c1ccc(CCl)cc1-c1ccccc1C, [K], CN(C)C=O, O, Sc1cccnc1. Yields the product COC(=O)c1ccc(CSc2cccnc2)cc1-c1ccccc1C. RXN SMILES: [CH3:1][O:2][C:3]([c:4]1[c:5](-[c:12]2[c:13]([CH3:18])[cH:14][cH:15][cH:16][cH:17]2)[cH:6][c:7]([CH2:10][Cl:11])[cH:8][cH:9]1)=[O:19].[K:20].[O:29]=[CH:30][N:31]([CH3:32])[CH3:33].[OH2:28].[n:21]1[cH:22][c:23]([SH:27])[cH:24][cH:25][cH:26]1>>[CH3:1][O:2][C:3]([c:4]1[c:5](-[c:12]2[c:13]([CH3:18])[cH:14][cH:15][cH:16][cH:17]2)[cH:6][c:7]([CH2:10][S:27][c:23]2[cH:22][n:21][cH:26][cH:25][cH:24]2)[cH:8][cH:9]1)=[O:19]. The reactants are ClC=1C=C(C=CC1)C(F)(F)F (3-chlorobenzotrifluoride), C1(CCCCC1)C(C1CCCCC1)N (dicyclohexylmethylamine), C=CC1=CC=CC=C1 (styrene), C1(=CC=CC=C1)P(C(C)(C)C)C(C)(C)C (phenyldi(t-butyl)phosphine). Reagents/catalysts: C(C)(=O)[O-].[Pd+2].C(C)(=O)[O-] (palladium acetate). Solvent: CC(=O)N(C)C (dimethylacetamide), O (water). Reaction conditions: time 4 hour. Product: FC(C=1C=C(C=CC1)\C=C\C1=CC=CC=C1)(F)F (3-trifluoromethyl-trans-stilbene). Reaction SMILES: [CH2:1]=[CH:2][C:3]1[CH:8]=[CH:7][CH:6]=[CH:5][CH:4]=1.C1(P(C(C)(C)C)C(C)(C)C)C=CC=CC=1.Cl[C:25]1[CH:26]=[C:27]([C:31]([F:34])([F:33])[F:32])[CH:28]=[CH:29][CH:30]=1.C1(C(N)C2CCCCC2)CCCCC1>C([O-])(=O)C.[Pd+2].C([O-])(=O)C.O.CC(N(C)C)=O>[F:32][C:31]([F:34])([F:33])[C:27]1[CH:26]=[C:25](/[CH:1]=[CH:2]/[C:3]2[CH:8]=[CH:7][CH:6]=[CH:5][CH:4]=2)[CH:30]=[CH:29][CH:28]=1 |f:4.5.6|. Procedure details: 0.745 g (7.2 mmol) of styrene, 38.7 mg (120 μmol) of NBu4Br, 6.7 mg (30 μmol) of palladium acetate and 26.7 mg (120 μmol) of phenyldi(t-butyl)phosphine are weighed into a Schlenk vessel. 1.08 g (6 mmol) of 3-chlorobenzotrifluoride and 1.53 ml (7.2 mmol) of dicyclohexylmethylamine and also 3.5 ml of dimethylacetamide are then added. The Schlenk vessel is placed in a heating bath at 130° C. and the contents are stirred. After 4 hours, the contents are poured into 30 ml of water and the product is ...